Dataset: the Open Reaction Database (ORD), a public repository of structured organic reaction records. Task: describe an organic reaction: reactants, conditions, products, and yield Solvent: C(C)O (ethanol). As a reaction SMILES: [CH2:1]([O:3][C:4]([C:6]1[NH:10][N:9]=[C:8]([CH2:11][C:12]2[CH:17]=[CH:16][CH:15]=[CH:14][C:13]=2[N+:18]([O-])=O)[N:7]=1)=[O:5])[CH3:2]>[Pt]=O.C(O)C>[NH2:18][C:13]1[CH:14]=[CH:15][CH:16]=[CH:17][C:12]=1[CH2:11][C:8]1[N:7]=[C:6]([C:4]([O:3][CH2:1][CH3:2])=[O:5])[NH:10][N:9]=1. Procedure: A mixture of 1 g of 5-ethoxycarbonyl-3-(o-nitrobenzyl)-1,2,4-triazole, 10 ml of ethanol and 25 mg of platinum oxide is hydrogenated at 3 atmospheres pressure for 2 hours, filtered and evaporated to give 3-(o-aminobenzyl)-5-ethoxycarbonyl-1,2,4-triazole. Starting materials: C(C)OC(=O)C1=NC(=NN1)CC1=C(C=CC=C1)[N+](=O)[O-] (5-ethoxycarbonyl-3-(o-nitrobenzyl)-1,2,4-triazole). Run at time 2 hour. The product is NC1=C(CC2=NNC(=N2)C(=O)OCC)C=CC=C1 (3-(o-aminobenzyl)-5-ethoxycarbonyl-1,2,4-triazole). Reagents/catalysts: [Pt]=O (platinum oxide). Reactants: NC(C(=O)NC1[C@@H]2N(C(C(S2)(C)C)C2=NN=NN2)C1=O)C1=CC=C(C=C1)O (6-(2-amino-2-[p-hydroxyphenyl]acetamido)-2,2-dimethyl-3-(5-tetrazolyl)penam), Cl (hydrochloric acid), C1(=CC=CC=C1)N=C=O (phenyl isocyanate), C([O-])(O)=O.[Na+] (sodium bicarbonate). Solvent: C(C)(=O)OCC (ethyl acetate), CC(=O)C.O (acetone water). Conditions: time 30 minute. Product: C1(=CC=CC=C1)NC(NC(C(=O)NC1[C@@H]2N(C(C(S2)(C)C)C2=NN=NN2)C1=O)C1=CC=C(C=C1)O)=O (6-(2-[3-phenylureido]-2-[p-hydroxyphenyl] acetamido)-2,2-dimethyl-3-(5-tetrazolyl)penam). Yield: 66.0%. As a reaction SMILES: [NH2:1][CH:2]([C:21]1[CH:26]=[CH:25][C:24]([OH:27])=[CH:23][CH:22]=1)[C:3]([NH:5][CH:6]1[C:19](=[O:20])[N:8]2[CH:9]([C:14]3[NH:18][N:17]=[N:16][N:15]=3)[C:10]([CH3:13])([CH3:12])[S:11][C@H:7]12)=[O:4].C(=O)(O)[O-].[Na+].[C:33]1([N:39]=[C:40]=[O:41])[CH:38]=[CH:37][CH:36]=[CH:35][CH:34]=1.Cl>C(OCC)(=O)C.CC(C)=O.O>[C:33]1([NH:39][C:40](=[O:41])[NH:1][CH:2]([C:21]2[CH:22]=[CH:23][C:24]([OH:27])=[CH:25][CH:26]=2)[C:3]([NH:5][CH:6]2[C:19](=[O:20])[N:8]3[CH:9]([C:14]4[NH:18][N:17]=[N:16][N:15]=4)[C:10]([CH3:12])([CH3:13])[S:11][C@H:7]23)=[O:4])[CH:38]=[CH:37][CH:36]=[CH:35][CH:34]=1 |f:1.2,6.7|. Procedure: To a stirred solution of 0.78 g. (0.002 mole) of 6-(2-amino-2-[p-hydroxyphenyl]acetamido)-2,2-dimethyl-3-(5-tetrazolyl)penam in 40 ml. of 1:1 acetone-water, the pH of which has been adjusted to 6.0 by the addition of sodium bicarbonate solution, is added 0.238 g. (0.002 mole) of phenyl isocyanate, at ambient temperature. Stirring is continued at ambient temperature for a further 30 minutes, and then 50 ml. of ethyl acetate is added. The pH of the aqueous phase is lowered to 1.5 with 1 N hydrochl... Reactants: CCI, CN(C)C=O, [Na+], [OH-], O, CCCC(O)(Cn1ccnc1)c1ccccc1O. The product is CCCC(O)(Cn1ccnc1)c1ccccc1OCC. As a reaction SMILES: [CH2:24]([CH3:25])[I:26].[CH3:19][N:20]([CH3:21])[CH:22]=[O:23].[Na+:28].[OH-:27].[OH2:29].[OH:1][C:2]([CH2:3][n:4]1[cH:5][n:6][cH:7][cH:8]1)([CH2:9][CH2:10][CH3:11])[c:12]1[c:13]([OH:18])[cH:14][cH:15][cH:16][cH:17]1>>[OH:1][C:2]([CH2:3][n:4]1[cH:5][n:6][cH:7][cH:8]1)([CH2:9][CH2:10][CH3:11])[c:12]1[c:13]([O:18][CH2:24][CH3:25])[cH:14][cH:15][cH:16][cH:17]1. Reactants: BrC1=CC=2[C@]3(C4=CC(=CC=C4OC2C=C1)I)N=C(OC3)N ((R)-2′-bromo-7′-iodo-5H-spiro[oxazole-4,9′-xanthen]-2-amine), N1=CN=CC(=C1)B(O)O (pyrimidin-5-ylboronic acid), C([O-])([O-])=O.[Na+].[Na+] (sodium carbonate), COCCOC (DME). Reagents/catalysts: C=1C=CC(=CC1)[P](C=2C=CC=CC2)(C=3C=CC=CC3)[Pd]([P](C=4C=CC=CC4)(C=5C=CC=CC5)C=6C=CC=CC6)([P](C=7C=CC=CC7)(C=8C=CC=CC8)C=9C=CC=CC9)[P](C=1C=CC=CC1)(C=1C=CC=CC1)C=1C=CC=CC1 (tetrakis(triphenylphosphine)palladium(0)). The solvent is O (water), C(C)(=O)OCC (ethyl acetate). Reaction conditions: temperature 70 celsius. Product: BrC1=CC=2[C@]3(C4=CC(=CC=C4OC2C=C1)C=1C=NC=NC1)N=C(OC3)N ((S)-2′-bromo-7′-(pyrimidin-5-yl)-5H-spiro[oxazole-4,9′-xanthen]-2-amine). Reaction SMILES: [Br:1][C:2]1[CH:15]=[CH:14][C:13]2[O:12][C:11]3[C:6](=[CH:7][C:8](I)=[CH:9][CH:10]=3)[C@@:5]3([CH2:20][O:19][C:18]([NH2:21])=[N:17]3)[C:4]=2[CH:3]=1.[N:22]1[CH:27]=[C:26](B(O)O)[CH:25]=[N:24][CH:23]=1.COCCOC.C(=O)([O-])[O-].[Na+].[Na+]>O.C(OCC)(=O)C.C1C=CC([P]([Pd]([P](C2C=CC=CC=2)(C2C=CC=CC=2)C2C=CC=CC=2)([P](C2C=CC=CC=2)(C2C=CC=CC=2)C2C=CC=CC=2)[P](C2C=CC=CC=2)(C2C=CC=CC=2)C2C=CC=CC=2)(C2C=CC=CC=2)C2C=CC=CC=2)=CC=1>[Br:1][C:2]1[CH:15]=[CH:14][C:13]2[O:12][C:11]3[C:6](=[CH:7][C:8]([C:26]4[CH:27]=[N:22][CH:23]=[N:24][CH:25]=4)=[CH:9][CH:10]=3)[C@@:5]3([CH2:20][O:19][C:18]([NH2:21])=[N:17]3)[C:4]=2[CH:3]=1 |f:3.4.5,^1:53,55,74,93|. Reported procedure: A 100 ml RBF was charged with (R)-2′-bromo-7′-iodo-5H-spiro[oxazole-4,9′-xanthen]-2-amine (3.3 g, 7.22 mmol), pyrimidin-5-ylboronic acid (1.163 g, 9.39 mmol), and tetrakis(triphenylphosphine)palladium(0) (0.834 g, 0.722 mmol). To this were added DME (51.6 mL) followed by sodium carbonate (10.83 mL, 21.66 mmol) (2M solution) and the mixture was heated at 70° C. for 24 hrs. The mixture was diluted with water and ethyl acetate, filtered and organic layer was separated and concentrated. The crude ma... Starting materials: CCC(NC(=O)OC(C)(C)C)C(O)c1ncc(-c2cccs2)o1, ClCCl, Cl, C1COCCO1. Yields the product Cl, CCC(N)C(O)c1ncc(-c2cccs2)o1. RXN SMILES: [C:1]([O:2][C:3](=[O:4])[NH:7][CH:8]([CH2:9][CH3:10])[CH:11]([c:12]1[o:13][c:14](-[c:17]2[s:18][cH:19][cH:20][cH:21]2)[cH:15][n:16]1)[OH:22])([CH3:5])([CH3:6])[CH3:23].[Cl:25][CH2:26][Cl:27].[ClH:24].[O:28]1[CH2:29][CH2:30][O:31][CH2:32][CH2:33]1>>[ClH:24].[NH2:7][CH:8]([CH2:9][CH3:10])[CH:11]([c:12]1[o:13][c:14](-[c:17]2[s:18][cH:19][cH:20][cH:21]2)[cH:15][n:16]1)[OH:22].